This data is from the Open Reaction Database (ORD), a public repository of structured organic reaction records. The task is: describe an organic reaction: reactants, conditions, products, and yield The reactants are C([O-])([O-])=O.[Na+].[Na+] (sodium carbonate), O (water), O (water), BrC=1C(=NN(C1CC)CC)C#N (4-bromo-1,5-diethyl-1H-pyrazole-3-carbonitrile), CC(C(=O)NC1=C(C=CC(=C1)OC)B(O)O)(C)C (2-[(2,2-dimethylpropanoyl)amino]-4-methoxyphenylboronic acid). The reagents and catalysts are C(C)(=O)[O-].[Pd+2].C(C)(=O)[O-] (palladium (II) acetate), C1(=CC=CC=C1)P(C1=CC=CC=C1)C1=CC=CC=C1 (triphenylphosphine). Run in C(CC)O (1-propanol). Conditions: temperature 100 celsius, time 3 hour. Product: C(#N)C1=NN(C(=C1C1=C(C=C(C=C1)OC)NC(C(C)(C)C)=O)CC)CC (N-[2-(3-cyano-1,5-diethyl-1H-pyrazol-4-yl)-5-methoxyphenyl]-2,2-dimethylpropanamide). Yield: 31.0%. Reaction SMILES: Br[C:2]1[C:3]([C:11]#[N:12])=[N:4][N:5]([CH2:9][CH3:10])[C:6]=1[CH2:7][CH3:8].[CH3:13][C:14]([CH3:30])([CH3:29])[C:15]([NH:17][C:18]1[CH:23]=[C:22]([O:24][CH3:25])[CH:21]=[CH:20][C:19]=1B(O)O)=[O:16].C(=O)([O-])[O-].[Na+].[Na+].O>C(O)CC.C([O-])(=O)C.[Pd+2].C([O-])(=O)C.C1(P(C2C=CC=CC=2)C2C=CC=CC=2)C=CC=CC=1>[C:11]([C:3]1[C:2]([C:19]2[CH:20]=[CH:21][C:22]([O:24][CH3:25])=[CH:23][C:18]=2[NH:17][C:15](=[O:16])[C:14]([CH3:29])([CH3:13])[CH3:30])=[C:6]([CH2:7][CH3:8])[N:5]([CH2:9][CH3:10])[N:4]=1)#[N:12] |f:2.3.4,7.8.9|. Reported procedure: A 50 mL round bottom flask containing a mixture of 4-bromo-1,5-diethyl-1H-pyrazole-3-carbonitrile (prepared as described in Part E of Example 11, 1.12 g, 4.91 mmol) and 2-[(2,2-dimethylpropanoyl)amino]-4-methoxyphenylboronic acid (1.36 g, 5.40 mmol) in 1-propanol (25 mL) was evacuated and backfilled with nitrogen. To the flask was added triphenylphosphine (38.6 mg, 0.147 mmol), 2 M aqueous sodium carbonate (7.4 mL), water (5 mL), and palladium (II) acetate (11 mg, 0.048 mmol). The yellow suspens...